Task: describe an organic reaction: reactants, conditions, products, and yield. Dataset: the Open Reaction Database (ORD), a public repository of structured organic reaction records Yields the product C(C1=CC=CC=C1)(C1=CC=CC=C1)(C1=CC=CC=C1)NC=1SC=C(N1)/C(/C(=O)NC1[C@@H]2N(C(=C(CS2)CSC=2SC=3C=NC=CC3N2)C(=O)OCC2=CC=C(C=C2)OC)C1=O)=N/OC (p-methoxybenzyl 7-{(Z)-2-(2-tritylaminothiazol-4-yl)-2-methoxyiminoacetamido]-3-(thiazolo[5,4-c]pyridin-2-yl)thiomethyl-3-cephem-4-carboxylate). Procedure: Using 60 mg of 2-mercaptothiazolo[5,4-c]pyridine in place of 2-mercaptothiazolo[4,5-c]pyridine and 238 mg of p-methoxybenzyl 7-{(Z)-2-(2-tritylaminothiazol-4-yl)-2-methoxyiminoacetamido}-3-chloromethyl-3-cephem-4-carboxylate, the reaction and purification were carried out in the same manner as in Example 1(a) to obtain 186 mg of the title compound in a yield of 67%. Starting materials: SC=1SC=2C=NC=CC2N1 (2-mercaptothiazolo[5,4-c]pyridine), C(C1=CC=CC=C1)(C1=CC=CC=C1)(C1=CC=CC=C1)NC=1SC=C(N1)/C(/C(=O)NC1[C@@H]2N(C(=C(CS2)CCl)C(=O)OCC2=CC=C(C=C2)OC)C1=O)=N/OC (p-methoxybenzyl 7-{(Z)-2-(2-tritylaminothiazol-4-yl)-2-methoxyiminoacetamido}-3-chloromethyl-3-cephem-4-carboxylate). As a reaction SMILES: [SH:1][C:2]1[S:3][C:4]2[CH:5]=[N:6][CH:7]=[CH:8][C:9]=2[N:10]=1.[C:11]([NH:30][C:31]1[S:32][CH:33]=[C:34](/[C:36](=[N:63]/[O:64][CH3:65])/[C:37]([NH:39][CH:40]2[C:61](=[O:62])[N:42]3[C:43]([C:49]([O:51][CH2:52][C:53]4[CH:58]=[CH:57][C:56]([O:59][CH3:60])=[CH:55][CH:54]=4)=[O:50])=[C:44]([CH2:47]Cl)[CH2:45][S:46][C@H:41]23)=[O:38])[N:35]=1)([C:24]1[CH:29]=[CH:28][CH:27]=[CH:26][CH:25]=1)([C:18]1[CH:23]=[CH:22][CH:21]=[CH:20][CH:19]=1)[C:12]1[CH:17]=[CH:16][CH:15]=[CH:14][CH:13]=1>>[C:11]([NH:30][C:31]1[S:32][CH:33]=[C:34](/[C:36](=[N:63]/[O:64][CH3:65])/[C:37]([NH:39][CH:40]2[C:61](=[O:62])[N:42]3[C:43]([C:49]([O:51][CH2:52][C:53]4[CH:58]=[CH:57][C:56]([O:59][CH3:60])=[CH:55][CH:54]=4)=[O:50])=[C:44]([CH2:47][S:1][C:2]4[S:3][C:4]5[CH:5]=[N:6][CH:7]=[CH:8][C:9]=5[N:10]=4)[CH2:45][S:46][C@H:41]23)=[O:38])[N:35]=1)([C:24]1[CH:29]=[CH:28][CH:27]=[CH:26][CH:25]=1)([C:12]1[CH:13]=[CH:14][CH:15]=[CH:16][CH:17]=1)[C:18]1[CH:23]=[CH:22][CH:21]=[CH:20][CH:19]=1. Yield: 67.0%.